From a dataset of the Open Reaction Database (ORD), a public repository of structured organic reaction records. describe an organic reaction: reactants, conditions, products, and yield Reactants: C(C)(C)(C)OC(=O)N1[C@@H](CCC1)C(=O)F ((S)-2-Fluorocarbonyl-pyrrolidine-1-carboxylic Acid tert-butyl Ester), C([O-])(O)=O.[Na+] (sodium bicarbonate), Cl.NCCS (2-aminoethanethiol hydrochloride). Run in C(Cl)Cl (CH2Cl2), O (water). Conditions: time 25 minute. Product: 24e, C(C)(C)(C)OC(=O)N1[C@@H](CCC1)C(NCCS)=O ((S)-2-(2-mercapto-ethylcarbamoyl)-pyrrolidine-1-carboxylic Acid tert-butyl Ester). Reaction SMILES: C(=O)(O)[O-].[Na+].Cl.[NH2:7][CH2:8][CH2:9][SH:10].[C:11]([O:15][C:16]([N:18]1[CH2:22][CH2:21][CH2:20][C@H:19]1[C:23](F)=[O:24])=[O:17])([CH3:14])([CH3:13])[CH3:12]>O.C(Cl)Cl>[C:11]([O:15][C:16]([N:18]1[CH2:22][CH2:21][CH2:20][C@H:19]1[C:23](=[O:24])[NH:7][CH2:8][CH2:9][SH:10])=[O:17])([CH3:14])([CH3:13])[CH3:12] |f:0.1,2.3|. Procedure: To a 50 mL round-bottom flask charged with a solution of sodium bicarbonate (117.0 mg, 1.39 mmol) in 6.8 mL water was added 2-aminoethanethiol hydrochloride (85.0 mg, 0.75 mmol). To this stirring solution was added dropwise over 60 seconds a solution of 25e (148.0 mg, 0.78 mmol) in 6.8 mL CH2Cl2. The reaction was vigorously stirred for 25 minutes at room temperature, then extracted twice with fresh CH2Cl2. The combined CH2Cl2 extracts were washed once with 5% aqueous HCl, once with 10% aqueous s... The reactants are C1(CCCCC1)C(C(=O)OC)C (methyl 2-cyclohexylpropanoate), O.[OH-].[Li+] (lithium hydroxide monohydrate). Solvent: CO (methanol), O (water). Reaction conditions: temperature 60 celsius, time 2 hour. The product is C1(CCCCC1)C(C(=O)O)C (2-cyclohexylpropanoic acid). RXN SMILES: [CH:1]1([CH:7]([CH3:12])[C:8]([O:10]C)=[O:9])[CH2:6][CH2:5][CH2:4][CH2:3][CH2:2]1.O.[OH-].[Li+]>CO.O>[CH:1]1([CH:7]([CH3:12])[C:8]([OH:10])=[O:9])[CH2:6][CH2:5][CH2:4][CH2:3][CH2:2]1 |f:1.2.3|. Reported procedure: A reaction mixture of methyl 2-cyclohexylpropanoate (0.30 g, 1.8 mmol) and lithium hydroxide monohydrate (0.12 g, 2.8 mmol) in methanol (3.0 mL) and water (1.0 mL) was stirred at 60° C. for 2 h. The mixture was concentrated to remove methanol, washed with ether to remove some impurity, then adjusted to pH=2 with 1 N HCl (aqueous). The mixture was extracted with ethyl acetate (3×20 mL). The combined organic layers were dried over MgSO4, filtered and concentrated to afford the crude product which ... Starting materials: C1CCOC1, CC(C)[N-]C(C)C, CI, [Cl-], COC(=O)Cc1ccccc1F, [Li+], [NH4+]. Yields the product COC(=O)C(C)c1ccccc1F. Reaction SMILES: [CH2:25]1[O:26][CH2:27][CH2:28][CH2:29]1.[CH3:14][CH:15]([N-:16][CH:17]([CH3:18])[CH3:19])[CH3:20].[CH3:21][I:22].[Cl-:23].[F:1][c:2]1[c:3]([CH2:8][C:9](=[O:10])[O:11][CH3:12])[cH:4][cH:5][cH:6][cH:7]1.[Li+:13].[NH4+:24]>>[F:1][c:2]1[c:3]([CH:8]([C:9](=[O:10])[O:11][CH3:12])[CH3:14])[cH:4][cH:5][cH:6][cH:7]1. The reactants are BrC=1C2=C(SC1)C=CC=C2 (3-bromobenzo[b]thiophene), alkyl, S1C2=C(C=C1)C=CC=C2 (Benzo[b]thiophene), BrBr (bromine), C(CCC)[Li] (n-butyllithium), poly(2,2′-bisbenzo[b]thiophene), BrC=1C2=C(SC1)C=CC=C2 (3-bromobenzo[b]thiophene), S1C2=C(C=C1)C=CC=C2 (Benzo[b]thiophene). Reagents/catalysts: Cl[Ni]1([P](CCC[P](C2=CC=CC=C2)1C3=CC=CC=C3)(C4=CC=CC=C4)C5=CC=CC=C5)Cl (Ni(dppp)Cl2). Yields the product BrC1=CC2=C(S1)C=CC=C2 (2-Bromobenzo[b]thiophene). As a reaction SMILES: Br[C:2]1[C:3]2[CH:10]=[CH:9][CH:8]=[CH:7][C:4]=2[S:5][CH:6]=1.S1C=CC2C=CC=CC1=2.C([Li])CCC.[Br:25]Br>Cl[Ni]1(Cl)[P](C2C=CC=CC=2)(C2C=CC=CC=2)CCC[P]1(C1C=CC=CC=1)C1C=CC=CC=1>[Br:25][C:6]1[S:5][C:4]2[CH:7]=[CH:8][CH:9]=[CH:10][C:3]=2[CH:2]=1 |^1:29,45|. Procedure details: Starting from the commercially available 3-bromobenzo[b]thiophene (5), a synthetic route to poly(2,2′-bisbenzo[b]thiophene) (4) is outlined below in Scheme 1. 3-bromobenzo[b]thiophene (5) is alkylated to (6) using an alkyl grignard and Ni(dppp)Cl2. Benzo[b]thiophene (6) is brominated at the 2-position using n-butyllithium followed by bromine to yield (7). 2-Bromobenzo[b]thiophene (7) is homo-coupled using a liganded nickel complex reducing agent (generated from NaH, t-AmONa, Ni(OAc)2 and bipyrid... Procedure details: To this solution was added dropwise 2.61 g (10.1 mmol) of the above 4-bromobenzyl-(1-ethoxy) ethyl ether over 40 minutes. After the completion of the addition, the mixture was heated under reflux for 1 hour and cooled to -78° C., to which was added dropwise 1.70 g (9.6 mmol) of (+)-2-methyl octanoic acid chloride dissolved in 20 ml of tetrahydrofuran over 40 minutes. The mixture was stirred at -78° C. for 3 hours and gradually turned to room temperature. It was added with 10 ml of a normal hydro... Product: CC(C(=O)C1=CC=C(CO)C=C1)CCCCCC (4-(2-methyloctanoyl) benzyl alcohol). Reaction conditions: temperature -78 celsius, time 3 hour. Isolated yield 14.0%. Reactants: C(C)OOCCCC1=CC=C(C=C1)Br (4-bromobenzyl-(1-ethoxy) ethyl ether), O1CCCC1 (tetrahydrofuran), CC(C(=O)Cl)CCCCCC ((+)-2-methyl octanoic acid chloride), Cl (hydrochloric acid). Reaction SMILES: C(OOCC[CH2:7][C:8]1[CH:13]=[CH:12][C:11](Br)=[CH:10][CH:9]=1)C.[CH3:15][CH:16]([CH2:20][CH2:21][CH2:22][CH2:23][CH2:24][CH3:25])[C:17](Cl)=[O:18].Cl.[O:27]1CCCC1>>[CH3:15][CH:16]([CH2:20][CH2:21][CH2:22][CH2:23][CH2:24][CH3:25])[C:17]([C:11]1[CH:12]=[CH:13][C:8]([CH2:7][OH:27])=[CH:9][CH:10]=1)=[O:18]. Reactants: O=C([O-])O, COc1ccc(CN(Cc2ccc(OC)cc2)c2nc(C)nc(-c3cc(CN4CCN(S(C)(=O)=O)CC4)cnc3Nc3ccc(NC(C)=O)nc3)n2)cc1, O=C(O)C(F)(F)F, [Na+], [Na+], [Na+], O=C([O-])[O-], O=S(=O)(O)C(F)(F)F. Product: CC(=O)Nc1ccc(Nc2ncc(CN3CCN(S(C)(=O)=O)CC3)cc2-c2nc(C)nc(N)n2)cn1. RXN SMILES: [C:76](=[O:77])([OH:78])[O-:79].[CH3:1][O:2][c:3]1[cH:4][cH:5][c:6]([CH2:7][N:8]([c:9]2[n:10][c:11](-[c:16]3[c:17]([NH:33][c:34]4[cH:35][cH:36][c:37]([NH:40][C:41]([CH3:42])=[O:43])[n:38][cH:39]4)[n:18][cH:19][c:20]([CH2:22][N:23]4[CH2:24][CH2:25][N:26]([S:29](=[O:30])(=[O:31])[CH3:32])[CH2:27][CH2:28]4)[cH:21]3)[n:12][c:13]([CH3:15])[n:14]2)[CH2:44][c:45]2[cH:46][cH:47][c:48]([O:49][CH3:50])[cH:51][cH:52]2)[cH:53][cH:54]1.[F:63][C:64]([F:65])([F:66])[C:67]([OH:68])=[O:69].[Na+:70].[Na+:71].[Na+:80].[O-:72][C:73](=[O:74])[O-:75].[OH:55][S:56]([C:57]([F:58])([F:59])[F:60])(=[O:61])=[O:62]>>[NH2:8][c:9]1[n:10][c:11](-[c:16]2[c:17]([NH:33][c:34]3[cH:35][cH:36][c:37]([NH:40][C:41]([CH3:42])=[O:43])[n:38][cH:39]3)[n:18][cH:19][c:20]([CH2:22][N:23]3[CH2:24][CH2:25][N:26]([S:29](=[O:30])(=[O:31])[CH3:32])[CH2:27][CH2:28]3)[cH:21]2)[n:12][c:13]([CH3:15])[n:14]1.